Task: describe an organic reaction: reactants, conditions, products, and yield. Dataset: the Open Reaction Database (ORD), a public repository of structured organic reaction records Starting materials: [N+](=O)([O-])C=1C=C2CC(NCC2=CC1)=O (1,2-dihydro-6-nitroisoquinolin-3(4H)-one). The reagents and catalysts are [Pd] (Pd/C). Run in CO (MeOH). Conditions: time 8 hour. Product: NC=1C=C2CC(NCC2=CC1)=O (6-amino-1,2-dihydroisoquinolin-3(4H)-one). Isolated yield 77.1%. RXN SMILES: [N+:1]([C:4]1[CH:5]=[C:6]2[C:11](=[CH:12][CH:13]=1)[CH2:10][NH:9][C:8](=[O:14])[CH2:7]2)([O-])=O>CO.[Pd]>[NH2:1][C:4]1[CH:5]=[C:6]2[C:11](=[CH:12][CH:13]=1)[CH2:10][NH:9][C:8](=[O:14])[CH2:7]2. Procedure details: To a suspension of 1,2-dihydro-6-nitroisoquinolin-3(4H)-one (10.3 g, 53.6 mmol) in MeOH (150 mL) was added 10% Pd/C (1.14 g, 1.07 mmol) and the mixture was stirred overnight under H2 (1 atm). After filtration, the filtrate was concentrated and the residue was suspended in acetone, filtered and precipitated with conc. HCl (10 mL). The resulting precipitate was collected, washed with H2O and acetone and recrystallized from MeOH/H2O to yield 6-amino-1,2-dihydroisoquinolin-3(4H)-one as a grey solid ...